This data is from the Open Reaction Database (ORD), a public repository of structured organic reaction records. The task is: describe an organic reaction: reactants, conditions, products, and yield Reactants: C1(=CC=C(C=C1)CC#N)CC#N (1,4-phenylenediacetonitrile), N (ammonia), [H][H] (hydrogen). The reagents and catalysts are [Ni] (Raney Nickel). Run in CO (methanol). The product is NCCC1=CC=C(C=C1)CCN (2-[4-(2-aminoethyl)phenyl]ethylamine). Yield: 98.0%. As a reaction SMILES: [C:1]1([CH2:10][C:11]#[N:12])[CH:6]=[CH:5][C:4]([CH2:7][C:8]#[N:9])=[CH:3][CH:2]=1.N.[H][H]>[Ni].CO>[NH2:9][CH2:8][CH2:7][C:4]1[CH:5]=[CH:6][C:1]([CH2:10][CH2:11][NH2:12])=[CH:2][CH:3]=1. Procedure: Scheme I, step B′: Into a 250 mL reduction vessel were placed 1,4-phenylenediacetonitrile (10 g, 64.02 mmol), liquid ammonia (25 mL), and W4-W6 range (medium range activity) Raney Nickel (1.25 g) in methanol (125 mL), and the mixture was heated at 100° C. under 300 psi (2068 kPa) of hydrogen gas for 10 hours. The reaction was cooled to room temperature and filtered through a Celite® cake and the filtrate was concentrated under reduced vacuum to give the intermediate title compound, 2-[4-(2-amino... The reactants are Cl, CCOC(=O)C(=NOC1CC1)c1nsc(N)n1, [Na+], [OH-]. Product: Nc1nc(C(=NOC2CC2)C(=O)O)ns1. Reaction SMILES: [ClH:18].[NH2:1][c:2]1[n:3][c:4]([C:7]([C:8](=[O:9])[O:10][CH2:11][CH3:12])=[N:13][O:14][CH:15]2[CH2:16][CH2:17]2)[n:5][s:6]1.[Na+:20].[OH-:19]>>[NH2:1][c:2]1[n:3][c:4]([C:7]([C:8](=[O:9])[OH:10])=[N:13][O:14][CH:15]2[CH2:16][CH2:17]2)[n:5][s:6]1. The reactants are ClC(Cl)(Cl)Cl, CSc1ccc(NNC(=O)c2ccccc2)cc1, ClP(Cl)(Cl)(Cl)Cl, Oc1ccccc1. The product is CSc1ccc(NN=C(Cl)c2ccccc2)cc1. Reaction SMILES: [C:32]([Cl:33])([Cl:34])([Cl:35])[Cl:36].[CH3:7][S:8][c:9]1[cH:10][cH:11][c:12]([NH:15][NH:16][C:17]([c:18]2[cH:19][cH:20][cH:21][cH:22][cH:23]2)=[O:24])[cH:13][cH:14]1.[Cl:1][P:2]([Cl:3])([Cl:4])([Cl:5])[Cl:6].[OH:25][c:26]1[cH:27][cH:28][cH:29][cH:30][cH:31]1>>[Cl:1][C:17](=[N:16][NH:15][c:12]1[cH:11][cH:10][c:9]([S:8][CH3:7])[cH:14][cH:13]1)[c:18]1[cH:19][cH:20][cH:21][cH:22][cH:23]1. The reactants are ClC(CC1C(C(C1(C)C)Cl)=O)(Cl)Cl (2-(2',2',2'-trichloroethyl)-3,3-dimethyl-4-chlorocyclobutan-1-one), potassium tert.-butylate, O(C1=CC=CC=C1)C=1C=C(CO)C=CC1 (m-phenoxybenzyl alcohol), [H-].[Na+] (NaH), Cl (hydrochloric acid). Run in C(OC)COC (dimethoxyethane), C(OC)COC (dimethoxyethane), O (water). Reaction conditions: temperature 45 celsius, time 1 hour. The product is m-phenoxybenzyl ester, ClC(=CC1C(C1(C)C)C(=O)O)Cl (2-(2',2'-dichlorovinyl)-3,3-dimethylcyclopropane-1-carboxylic acid). Reaction SMILES: Cl[C:2]([Cl:13])([Cl:12])[CH2:3][CH:4]1[C:7]([CH3:9])([CH3:8])[CH:6](Cl)[C:5]1=[O:11].[O:14](C1C=C(C=CC=1)CO)C1C=CC=CC=1.[H-].[Na+].Cl>C(COC)OC.O>[Cl:13][C:2]([Cl:12])=[CH:3][CH:4]1[C:7]([CH3:8])([CH3:9])[CH:6]1[C:5]([OH:11])=[O:14] |f:2.3|. Procedure: 5.28 g (0.02 mol) of 2-(2',2',2'-trichloroethyl)-3,3-dimethyl-4-chlorocyclobutan-1-one, dissolved in 25 ml of absolute dimethoxyethane, are added dropwise to a solution of 4.0 g (0.02 mol) of m-phenoxybenzyl alcohol, 0.5 g (0.021 mol) of NaH and 40 ml of absolute dimethoxyethane. The reaction mixture is then stirred for 1 hour at 45° C., 2.25 g (0.02 mol) of potassium tert.-butylate are then added and the mixture is refluxed for 3 hours. After it has been discharged into water, it is acidified w... Reactants: C1(C=2C(C(N1C(CC(=O)OC)C1=CC(=C(C=C1)OC)OC)=O)=CC=CC2)=O (methyl 3-phthalimido-3-(3',4'-dimethoxyphenyl)propionate), C(=O)(OCC)N1C(C=2C(C1=O)=CC=CC2)=O (N-carboethoxyphthalimide), N[C@@H](CC(=O)OC)C1=CC(=C(C=C1)OC)OC (methyl (S)-3-amino-3-(3',4'-dimethoxyphenyl)propionate), C([O-])([O-])=O.[Na+].[Na+] (sodium carbonate). Yields the product C1(C=2C(C(N1[C@@H](CC(=O)OC)C1=CC(=C(C=C1)OC)OC)=O)=CC=CC2)=O (methyl (S)-3-phthalimido-3-(3',4'-dimethoxyphenyl)propionate). As a reaction SMILES: [C:1]1(=[O:27])[N:5]([CH:6]([C:12]2[CH:17]=[CH:16][C:15]([O:18][CH3:19])=[C:14]([O:20][CH3:21])[CH:13]=2)[CH2:7][C:8]([O:10][CH3:11])=[O:9])[C:4](=[O:22])[C:3]2=[CH:23][CH:24]=[CH:25][CH:26]=[C:2]12.N[C@H](C1C=CC(OC)=C(OC)C=1)CC(OC)=O.C(=O)([O-])[O-].[Na+].[Na+].C(N1C(=O)C2=CC=CC=C2C1=O)(OCC)=O>>[C:4]1(=[O:22])[N:5]([C@H:6]([C:12]2[CH:17]=[CH:16][C:15]([O:18][CH3:19])=[C:14]([O:20][CH3:21])[CH:13]=2)[CH2:7][C:8]([O:10][CH3:11])=[O:9])[C:1](=[O:27])[C:2]2=[CH:26][CH:25]=[CH:24][CH:23]=[C:3]12 |f:2.3.4|. Procedure: Prepared as described earlier as methyl 3-phthalimido-3-(3',4'-dimethoxyphenyl)propionate from methyl (S)-3-amino-3-(3',4'-dimethoxyphenyl)propionate (0.45 g, 1.63 mmol), sodium carbonate (0.17 g, 1.63 mmol) and N-carboethoxyphthalimide (0.36 g, 1.63 mmol). methyl (S)-3-phthalimido-3-(3',4'-dimethoxyphenyl)propionate was obtained as a white powder, 0.51 g (85%); 1H NMR (DMSO-d6, 250 MHz) δ 7.87 (br s, 4 H, Ar), 6.80-7.10 (m, 3 H, Ar), 5.65 (dd, 1 H, J1 =7 Hz, J2 =9 Hz), 3.73 (s, 3 H, OCH3), 3.72... The reactants are N#Cc1cc2c(c(C(=O)OCc3ccccc3)c1)NCCC2, CCO, [Na+], [OH-], OO. Yields the product NC(=O)c1cc2c(c(C(=O)OCc3ccccc3)c1)NCCC2. Reaction SMILES: [C:1](#[N:2])[c:3]1[cH:4][c:5]2[c:10]([c:11]([C:13](=[O:14])[O:15][CH2:16][c:17]3[cH:18][cH:19][cH:20][cH:21][cH:22]3)[cH:12]1)[NH:9][CH2:8][CH2:7][CH2:6]2.[CH3:27][CH2:28][OH:29].[Na+:26].[OH-:25].[OH:23][OH:24]>>[C:1]([NH2:2])([c:3]1[cH:4][c:5]2[c:10]([c:11]([C:13](=[O:14])[O:15][CH2:16][c:17]3[cH:18][cH:19][cH:20][cH:21][cH:22]3)[cH:12]1)[NH:9][CH2:8][CH2:7][CH2:6]2)=[O:23].